describe an organic reaction: reactants, conditions, products, and yield From a dataset of the Open Reaction Database (ORD), a public repository of structured organic reaction records. The reactants are C(C)(C)NC1=CC=C(C=C1)[N+](=O)[O-] (4-isopropylamino-nitrobenzene), BrCC(=O)Cl (bromoacetyl chloride). Yields the product BrCC(=O)N(C1=CC=C(C=C1)[N+](=O)[O-])C(C)C (N-bromoacetyl-N-isopropyl-4-nitro-aniline). Reaction SMILES: [CH:1]([NH:4][C:5]1[CH:10]=[CH:9][C:8]([N+:11]([O-:13])=[O:12])=[CH:7][CH:6]=1)([CH3:3])[CH3:2].[Br:14][CH2:15][C:16](Cl)=[O:17]>>[Br:14][CH2:15][C:16]([N:4]([CH:1]([CH3:3])[CH3:2])[C:5]1[CH:10]=[CH:9][C:8]([N+:11]([O-:13])=[O:12])=[CH:7][CH:6]=1)=[O:17]. Procedure details: Prepared from 4-isopropylamino-nitrobenzene and bromoacetyl chloride Starting materials: C(C)(C)(C)OC(=O)N1CC(N(CC1)C1=CC(=CC=C1)Cl)=O (4(tert-butoxycarbonyl)-1-(3-chlorophenyl)-2-piperazinone). Run in CCOC(=O)C (EtOAc). Run at temperature 0 celsius, time 12 hour. Yields the product ClC=1C=C(C=CC1)N1C(CNCC1)=O (1-(3-chlorophenyl)-2-piperazinone). RXN SMILES: C(OC([N:8]1[CH2:13][CH2:12][N:11]([C:14]2[CH:19]=[CH:18][CH:17]=[C:16]([Cl:20])[CH:15]=2)[C:10](=[O:21])[CH2:9]1)=O)(C)(C)C>CCOC(C)=O>[Cl:20][C:16]1[CH:15]=[C:14]([N:11]2[CH2:12][CH2:13][NH:8][CH2:9][C:10]2=[O:21])[CH:19]=[CH:18][CH:17]=1. Reported procedure: Through a solution of Boc-protected piperazinone from Step D (17.19 g, 55.4 mmol) in 500 mL of EtOAc at −78° C. was bubbled anhydrous HC1 gas. The saturated solution was warmed to 0° C., and stirred for 12 hours. Nitrogen gas was bubbled through the reaction to remove excess HC1, and the mixture was warmed to room temperature. The solution was concentrated in vacuo to provide the hydrochloride as a white powder. This material was taken up in 300 mL of CH2Cl2 and treated with dilute aqueous NaHCO... Starting materials: C(C)(C)(C)OC(=O)N1CC2=NNC(=C2C1)N (3-amino-2,6-dihydro-4H-pyrrolo[3,4-c]pyrazole-5-carboxylic acid tert-butyl ester), ClC(C(C)=O)C(OCC)OCC (3-chloro-4,4-diethoxy-butan-2-one). Solvent: CC(=O)O (AcOH). Yields the product ClC1=CN2N=C3C(=C2N=C1C)CNC3 (6-chloro-5-methyl-2,3-dihydro-1H-2,4,7a,8-tetraaza-cyclopenta[a]indene). Yield: 31.5%. Reaction SMILES: C(OC([N:8]1[CH2:15][C:14]2[C:10](=[N:11][NH:12][C:13]=2[NH2:16])[CH2:9]1)=O)(C)(C)C.[Cl:17][CH:18]([CH:22](OCC)OCC)[C:19](=O)[CH3:20]>CC(O)=O>[Cl:17][C:18]1[C:19]([CH3:20])=[N:16][C:13]2[N:12]([N:11]=[C:10]3[CH2:9][NH:8][CH2:15][C:14]3=2)[CH:22]=1. Procedure details: A solution of 3-amino-2,6-dihydro-4H-pyrrolo[3,4-c]pyrazole-5-carboxylic acid tert-butyl ester (5.8 g; 25.9 mmol; 1 eq.) and 3-chloro-4,4-diethoxy-butan-2-one (5.6 g; 25.9 mmol; 1 eq.) in AcOH (26 mL) was stirred at room temperature for 16 hours then concentrated in vacuo. The residue was poured onto sat. aq. NaHCO3 and the formed precipitate was filtered off and dried. Purification by column chromatography (30% EA in heptane) afforded the title compound (1.7 g, 22%) as a white solid. 1H NMR (DM...